Dataset: the Open Reaction Database (ORD), a public repository of structured organic reaction records. Task: describe an organic reaction: reactants, conditions, products, and yield Starting materials: FC(C=1C=C(C(=O)N2[C@@H](CNCC2)CC2=CNC3=CC=CC=C23)C=C(C1)C(F)(F)F)(F)F ((2R)-1-[3,5-bis(trifluoromethyl)benzoyl]-2-(1H-indol-3-yl-methyl)piperazine), Cl.CN(CCCC(=O)O)C (4-(dimethylamino)butyric acid hydrochloride), O.ON1N=NC2=C1C=CC=C2 (1-hydroxybenzotriazole hydrate), Cl.CN(CCCN=C=NCC)C (1-(3-dimethylaminopropyl)-3-ethylcarbodiimide hydrochloride), C([O-])(O)=O.[Na+] (sodium bicarbonate). Solvent: ClCCl (dichloromethane), ClCCl (dichloromethane), ClCCl (Dichloromethane). Run at time 30 minute. Product: FC(C=1C=C(C(=O)N2[C@@H](CN(CC2)C(CCCN(C)C)=O)CC2=CNC3=CC=CC=C23)C=C(C1)C(F)(F)F)(F)F ((2R)-1-[3,5-bis(trifluoromethyl)benzoyl]-4-[4-(dimethylamino)butyryl]-2-(1H-indol-3-yl-methyl)piperazine). The yield is 105.3%. Reaction SMILES: Cl.[CH3:2][N:3]([CH3:10])[CH2:4][CH2:5][CH2:6][C:7](O)=[O:8].O.ON1C2C=CC=CC=2N=N1.Cl.CN(C)CCCN=C=NCC.[F:34][C:35]([F:65])([F:64])[C:36]1[CH:37]=[C:38]([CH:57]=[C:58]([C:60]([F:63])([F:62])[F:61])[CH:59]=1)[C:39]([N:41]1[CH2:46][CH2:45][NH:44][CH2:43][C@H:42]1[CH2:47][C:48]1[C:56]2[C:51](=[CH:52][CH:53]=[CH:54][CH:55]=2)[NH:50][CH:49]=1)=[O:40].C(=O)(O)[O-].[Na+]>ClCCl>[F:63][C:60]([F:61])([F:62])[C:58]1[CH:57]=[C:38]([CH:37]=[C:36]([C:35]([F:34])([F:64])[F:65])[CH:59]=1)[C:39]([N:41]1[CH2:46][CH2:45][N:44]([C:7](=[O:8])[CH2:6][CH2:5][CH2:4][N:3]([CH3:10])[CH3:2])[CH2:43][C@H:42]1[CH2:47][C:48]1[C:56]2[C:51](=[CH:52][CH:53]=[CH:54][CH:55]=2)[NH:50][CH:49]=1)=[O:40] |f:0.1,2.3,4.5,7.8|. Procedure: To a stirred mixture of 4-(dimethylamino)butyric acid hydrochloride (70 mg) and 1-hydroxybenzotriazole hydrate (160 mg) in dichloromethane (10 ml) was added 1-(3-dimethylaminopropyl)-3-ethylcarbodiimide hydrochloride (80 mg) under ice cooling. After stirring for 30 minutes, a solution of (2R)-1-[3,5-bis(trifluoromethyl)benzoyl]-2-(1H-indol-3-yl-methyl)piperazine (200 mg) in dichloromethane (5 ml) was added at the same temperature. The resulting mixture was stirred for 2.5 hours at room temperatu... Starting materials: CC(CC(C(=O)O)NS(=O)(=O)C1=C(C=CC=C1)[N+](=O)[O-])C (N-(3′-methyl-1′-carboxybutyl)-2-nitrobenzenesulfonamide), CCO (EtOH), crude product, ON1C(CCC1=O)=O (N-hydroxysuccinimide), C1CCC(CC1)N=C=NC2CCCCC2 (DCC). The reagents and catalysts are [Pd] (Pd/C). Run in C1CCOC1 (THF). Yields the product C(C(C)C)C1NS(C2=C(NC1=O)C=CC=C2)(=O)=O (3-Isobutyl-4-oxo-2,3,4,5-tetrahydro-1,2,5-benzothiadiazepine-1,1-dioxide). Yield: 52.7%. As a reaction SMILES: [CH3:1][CH:2]([CH3:21])[CH2:3][CH:4]([NH:8][S:9]([C:12]1[CH:17]=[CH:16][CH:15]=[CH:14][C:13]=1[N+:18]([O-])=O)(=[O:11])=[O:10])[C:5](O)=[O:6].CCO.ON1C(=O)CCC1=O.C1CCC(N=C=NC2CCCCC2)CC1>C1COCC1.[Pd]>[CH2:3]([CH:4]1[C:5](=[O:6])[NH:18][C:13]2[CH:14]=[CH:15][CH:16]=[CH:17][C:12]=2[S:9](=[O:11])(=[O:10])[NH:8]1)[CH:2]([CH3:21])[CH3:1]. Procedure: A stirred suspension of N-(3′-methyl-1′-carboxybutyl)-2-nitrobenzenesulfonamide (6.7 g; 21.2 mmol) and 10% Pd/C (200 mg) in abs. EtOH was hydrogenated at 1 bar. The reaction mixture was filtered through celite and evaporated to dryness. A solution of the crude product in dry THF (50 ml) at 0° C. was added N-hydroxysuccinimide (2.53 g; 22 mmol) and DCC (4.54 g; 22 mmol). The reaction mixture was slowly warmed to rt. and left with stirring over night. The reaction mixture was filtered and the soli... The reactants are C1CCOC1, CN(C)c1ccncc1, CCN(C(C)C)C(C)C, Cc1cc(C(F)(F)F)cc(NN)n1, O=C(C(=O)N1CCCCC1C(=O)O)c1cccs1. Reaction SMILES: [CH2:50]1[O:51][CH2:52][CH2:53][CH2:54]1.[CH3:41][N:42]([c:43]1[cH:44][cH:45][n:46][cH:47][cH:48]1)[CH3:49].[CH:32]([N:33]([CH2:34][CH3:35])[CH:36]([CH3:37])[CH3:38])([CH3:39])[CH3:40].[NH:19]([NH2:20])[c:21]1[n:22][c:23]([CH3:31])[cH:24][c:25]([C:27]([F:28])([F:29])[F:30])[cH:26]1.[O:1]=[C:2]([C:3]([c:4]1[s:5][cH:6][cH:7][cH:8]1)=[O:9])[N:10]1[CH:11]([C:16](=[O:17])[OH:18])[CH2:12][CH2:13][CH2:14][CH2:15]1>>[O:1]=[C:2]([C:3]([c:4]1[s:5][cH:6][cH:7][cH:8]1)=[O:9])[N:10]1[CH:11]([C:16](=[O:18])[NH:20][NH:19][c:21]2[n:22][c:23]([CH3:31])[cH:24][c:25]([C:27]([F:28])([F:29])[F:30])[cH:26]2)[CH2:12][CH2:13][CH2:14][CH2:15]1. Yields the product Cc1cc(C(F)(F)F)cc(NNC(=O)C2CCCCN2C(=O)C(=O)c2cccs2)n1. The reactants are NC(=O)N (urea), ClC1=C(C(=C(N)C=C1)O)S(=O)(=O)N1CCS(CC1)=O (4-chloro-2-hydroxy-3-(1-oxidothiomorpholinosulfonyl)aniline), ClC1=C(C=CC=C1Cl)N=C=O (2,3-dichlorophenylisocyanate). Yields the product ClC1=C(C(=C(C=C1)NC(=O)NC1=C(C(=CC=C1)Cl)Cl)O)S(=O)(=O)N1CCS(CC1)=O (N-[4-chloro2-hydroxy-3-(l -oxidothiomorpholinosulfonyl)phenyl]-N′-(2,3-dichlorophenyl) urea). Isolated yield 44.0%. RXN SMILES: NC(N)=O.[Cl:5][C:6]1[CH:12]=[CH:11][C:9]([NH2:10])=[C:8]([OH:13])[C:7]=1[S:14]([N:17]1[CH2:22][CH2:21][S:20](=[O:23])[CH2:19][CH2:18]1)(=[O:16])=[O:15].[Cl:24][C:25]1[C:30]([Cl:31])=[CH:29][CH:28]=[CH:27][C:26]=1[N:32]=[C:33]=[O:34]>>[Cl:5][C:6]1[CH:12]=[CH:11][C:9]([NH:10][C:33]([NH:32][C:26]2[CH:27]=[CH:28][CH:29]=[C:30]([Cl:31])[C:25]=2[Cl:24])=[O:34])=[C:8]([OH:13])[C:7]=1[S:14]([N:17]1[CH2:18][CH2:19][S:20](=[O:23])[CH2:21][CH2:22]1)(=[O:16])=[O:15]. Procedure: Following the general procedure for urea formation outlined in example 15, 4-chloro-2-hydroxy-3-(1-oxidothiomorpholinosulfonyl)aniline (117 mg, 0.35 mmol) and 2,3-dichlorophenylisocyanate (72 mg, 0.38 mmol) were coupled to form the desired urea (79 mg, 44%). 1H NMR (DMSO-d6): δ 9.34 (s, 1H), 9.27 (s, 1H), 8.28 (d, 1H), 8.05 (m, 1H), 7.32 (m, 2H), 7.21 (d, 1H), 3.75 (m, 2H), 3.65 (m, 2H), 2.89, (m, 4H). Reactants: COC(C1=C(C=CC(=C1)Br)O)=O (5-bromo-2-hydroxy-benzoic acid methyl ester), ClC=1C=C(C=CC1F)B(O)O (3-chloro-4-fluoro-phenylboronic acid), C(C1=CC=CC=C1)(=O)OC (methyl benzoate), [Li+].[OH-].O.C1CCOC1.C(C)O (LiOH H2O THF ethanol). Product: COC(=O)C=1C=C(C=CC1O)C1=CC(=C(C=C1)F)Cl (3′-chloro-4′-fluoro-4-hydroxy-biphenyl-3-carboxylic acid methyl ester). As a reaction SMILES: [CH3:1][O:2][C:3](=[O:12])[C:4]1[CH:9]=[C:8](Br)[CH:7]=[CH:6][C:5]=1[OH:11].[Cl:13][C:14]1[CH:15]=[C:16](B(O)O)[CH:17]=[CH:18][C:19]=1[F:20].C(OC)(=O)C1C=CC=CC=1.[Li+].[OH-].O.C1COCC1.C(O)C>>[CH3:1][O:2][C:3]([C:4]1[CH:9]=[C:8]([C:16]2[CH:17]=[CH:18][C:19]([F:20])=[C:14]([Cl:13])[CH:15]=2)[CH:7]=[CH:6][C:5]=1[OH:11])=[O:12] |f:3.4.5.6.7|. Reported procedure: The resin-bound 3′-chloro-4′-fluoro-4-hydroxy-biphenyl-3-carboxylic acid methyl ester was prepared with 1.0 g (3.0 mmol) of above resin-bound 5-bromo-2-hydroxy-benzoic acid methyl ester and 1.6 g (9.0 mmol) of 3-chloro-4-fluoro-phenylboronic acid as described in Procedure K. The resulting resin-bound methyl benzoate was hydrolyzed with LiOH/H2O/THF/ethanol at rt for 3 days. Starting materials: C1(=CC=C(C=C1)C#CC=1C=C(C(=C(C(=O)O)C1)N(C)S(=O)(=O)C1=CC=C(C=C1)OC)C)C1=CC=CC=C1 (5-Biphenyl-4-ylethynyl-2-[(4-methoxy-benzenesulfonyl)-methyl-amino]-3-methyl-benzoic acid), [H][H] (hydrogen). The reagents and catalysts are [Pd] (palladium on carbon). Solvent: CO (methanol), C(C)(=O)OCC (ethyl acetate). Yields the product C1(=CC=C(C=C1)CCC=1C=C(C(=C(C(=O)O)C1)N(C)S(=O)(=O)C1=CC=C(C=C1)OC)C)C1=CC=CC=C1 (5-(2-Biphenyl-4-yl-ethyl)-2-[(4-methoxy-benzenesulfonyl)-methyl-amino]-3-methyl-benzoic acid). Isolated yield 85.8%. Reaction SMILES: [C:1]1([C:32]2[CH:37]=[CH:36][CH:35]=[CH:34][CH:33]=2)[CH:6]=[CH:5][C:4]([C:7]#[C:8][C:9]2[CH:10]=[C:11]([CH3:31])[C:12]([N:18]([S:20]([C:23]3[CH:28]=[CH:27][C:26]([O:29][CH3:30])=[CH:25][CH:24]=3)(=[O:22])=[O:21])[CH3:19])=[C:13]([CH:17]=2)[C:14]([OH:16])=[O:15])=[CH:3][CH:2]=1.[H][H]>CO.C(OCC)(=O)C.[Pd]>[C:1]1([C:32]2[CH:33]=[CH:34][CH:35]=[CH:36][CH:37]=2)[CH:2]=[CH:3][C:4]([CH2:7][CH2:8][C:9]2[CH:10]=[C:11]([CH3:31])[C:12]([N:18]([S:20]([C:23]3[CH:28]=[CH:27][C:26]([O:29][CH3:30])=[CH:25][CH:24]=3)(=[O:22])=[O:21])[CH3:19])=[C:13]([CH:17]=2)[C:14]([OH:16])=[O:15])=[CH:5][CH:6]=1. Reported procedure: To a solution of 0.20 g (0.391 mmol) of the product of Example 352 in 25 mL of methanol and 10 mL of ethyl acetate was added 0.050 g of 10% palladium on carbon. The mixture was hydrogenated in a Parr apparatus at 30 psi of hydrogen for 5 h, then filtered through Celite. The Celite pad was washed with 100 mL of methanol and 100 mL of ethyl acetate and the filtrate was concentrated in vacuo. The residue was trituratedwith ether to give 0.173 g (86%) of the carboxylic acid as a pale yellow solid. E... The reactants are (CH3OCH2CH2O)2NaAlH2, BrC1=CC2=C(N(C(=N2)CCN2CCN(CC2)CC2=CC=CC=C2)C)C2=CC=CC=C12 (5-Bromo-2-[2-(4-benzyl-1-piperazinyl)ethyl]-1-methyl-1H-naphth[1,2-d]imidazole), [OH-].[Na+] (NaOH). Run in C1(=CC=CC=C1)C (toluene), C1(=CC=CC=C1)C (toluene). Reaction conditions: time 6 hour. The product is C(C1=CC=CC=C1)N1CCN(CC1)CCC1=NC2=C(N1C)C1=CC=CC=C1C=C2 (2-[2-(4-benzyl-1-piperazinyl)ethyl]-1-methyl-1H-naphth[1,2-d]imidazole). The yield is 58.4%. Reaction SMILES: Br[C:2]1[C:30]2[C:25](=[CH:26][CH:27]=[CH:28][CH:29]=2)[C:5]2[N:6]([CH3:24])[C:7]([CH2:9][CH2:10][N:11]3[CH2:16][CH2:15][N:14]([CH2:17][C:18]4[CH:23]=[CH:22][CH:21]=[CH:20][CH:19]=4)[CH2:13][CH2:12]3)=[N:8][C:4]=2[CH:3]=1.[OH-].[Na+]>C1(C)C=CC=CC=1>[CH2:17]([N:14]1[CH2:15][CH2:16][N:11]([CH2:10][CH2:9][C:7]2[N:6]([CH3:24])[C:5]3[C:25]4[C:30]([CH:2]=[CH:3][C:4]=3[N:8]=2)=[CH:29][CH:28]=[CH:27][CH:26]=4)[CH2:12][CH2:13]1)[C:18]1[CH:23]=[CH:22][CH:21]=[CH:20][CH:19]=1 |f:1.2|. Procedure: 3.9 cc of toluene containing 2.62 g (0.013 mole) of (CH3OCH2CH2O)2NaAlH2 is added to a solution of 4.13 g (0.0089 mole) of the compound of Example 16 in 80 cc of toluene and the obtained mixture is refluxed with stirring under argon atmosphere. After 6 hours, when the reaction, which is followed by thin layer chromatography, is completed, 100 cc of 5% NaOH is added to the mixture and the toluene phase is separated and washed with a saturated NaCl solution. Upon evaporating the solvent, a crude p...